This data is from the Open Reaction Database (ORD), a public repository of structured organic reaction records. The task is: describe an organic reaction: reactants, conditions, products, and yield The reactants are resultant mixture, [OH-].[Na+] (sodium hydroxide), [OH-].[Co+2].[OH-] (cobalt hydroxide), [Co](Cl)Cl (cobalt chloride), C1N2CN3CN1CN(C2)C3 (hexamethylenetetramine). Run at time 12 hour. Yields the product [Co](Cl)Cl (cobalt chloride), [OH-].[Na+] (sodium hydroxide), [O-2].[O-2].[O-2].[O-2].[Co+2].[Co+3].[Co+3] (tricobalt tetraoxide). As a reaction SMILES: [Co:1]([Cl:3])[Cl:2].C1N2CN3CN(C2)CN1C3.[OH-:14].[Na+:15].[OH-].[Co+2:17].[OH-]>>[Co:1]([Cl:3])[Cl:2].[OH-:14].[Na+:15].[O-2:14].[O-2:14].[O-2:14].[O-2:14].[Co+2:17].[Co+3:1].[Co+3:1] |f:2.3,4.5.6,8.9,10.11.12.13.14.15.16|. Procedure: A cobalt chloride solution (2 mol/L) and sodium hydroxide solution (5 mol/L) were prepared respectively. To the cobalt chloride solution, hexamethylenetetramine was added. The resultant mixture and the sodium hydroxide solution were simultaneously added into a reactor by a cocurrent method, and allowed to react at 60° C. with pH value being at 10.5. Air as an oxidant was charged uniformly, and the amount thereof was 2.5 times that needed for completely oxidizing the generated cobalt hydroxide. A...